Task: describe an organic reaction: reactants, conditions, products, and yield. Dataset: the Open Reaction Database (ORD), a public repository of structured organic reaction records The reactants are [Cl-].O[NH3+] (hydroxylammonium chloride), C(O)([O-])=O.[Na+] (sodium hydrogen carbonate), CS(=O)C (dimethyl sulfoxide), C(CCC)C=1N=C(N(C(C1CC1=CC=C(C=C1)C=1C(=CC=CC1)C#N)=O)CC1=NOC(=N1)C1=CSC=C1)C (4′-[(4-butyl-2-methyl-6-oxo-1-{[5-(3-thienyl)-1,2,4-oxadiazol-3-yl]methyl}-1,6-dihydropyrimidin-5-yl)methyl]biphenyl-2-carbonitrile). Solvent: C(C)(=O)OCC (ethyl acetate). Run at temperature 40 celsius, time 30 minute. Product: C(CCC)C1=C(C(N(C(=N1)C)CC1=NOC(=N1)C1=CSC=C1)=O)CC1=CC=C(C=C1)C1=C(C=CC=C1)C1=NOC(N1)=O (6-butyl-2-methyl-5-{[2′-(5-oxo-4,5-dihydro-1,2,4-oxadiazol-3-yl)biphenyl-4-yl]methyl}-3-{[5-(3-thienyl)-1,2,4-oxadiazol-3-yl]methyl}pyrimidin-4(3H)-one). Isolated yield 25.0%. As a reaction SMILES: [Cl-].O[NH3+:3].[C:4](=[O:7])([O-])[OH:5].[Na+].CS(C)=O.[CH2:13]([C:17]1[N:18]=[C:19]([CH3:50])[N:20]([CH2:39][C:40]2[N:44]=[C:43]([C:45]3[CH:49]=[CH:48][S:47][CH:46]=3)[O:42][N:41]=2)[C:21](=[O:38])[C:22]=1[CH2:23][C:24]1[CH:29]=[CH:28][C:27]([C:30]2[C:31]([C:36]#[N:37])=[CH:32][CH:33]=[CH:34][CH:35]=2)=[CH:26][CH:25]=1)[CH2:14][CH2:15][CH3:16]>C(OCC)(=O)C>[CH2:13]([C:17]1[N:18]=[C:19]([CH3:50])[N:20]([CH2:39][C:40]2[N:44]=[C:43]([C:45]3[CH:49]=[CH:48][S:47][CH:46]=3)[O:42][N:41]=2)[C:21](=[O:38])[C:22]=1[CH2:23][C:24]1[CH:29]=[CH:28][C:27]([C:30]2[CH:35]=[CH:34][CH:33]=[CH:32][C:31]=2[C:36]2[NH:3][C:4](=[O:7])[O:5][N:37]=2)=[CH:26][CH:25]=1)[CH2:14][CH2:15][CH3:16] |f:0.1,2.3|. Procedure details: A mixture of hydroxylammonium chloride (0.89 g), sodium hydrogen carbonate (1.27 g) and dimethyl sulfoxide (10 mL) was stirred at 40° C. for 30 min, 4′-[(4-butyl-2-methyl-6-oxo-1-{[5-(3-thienyl)-1,2,4-oxadiazol-3-yl]methyl}-1,6-dihydropyrimidin-5-yl)methyl]biphenyl-2-carbonitrile (0.79 g) was added, and the mixture was stirred at 90° C. for 16 hr. The reaction mixture was diluted with ethyl acetate, washed with water and then with saturated brine, and dried over anhydrous magnesium sulfate. The ... The product is COC=1C=C(C=CC1OC)C(C1=C(NC2=CC=CC=C12)C1=CC=C(C=C1)F)N(C)C ([(3,4-Dimethoxy-phenyl)-[2-(4-fluoro-phenyl)-1H-indol-3-yl]-methyl]-dimethylamine). Reactants: FC1=CC=C(C=C1)C=1NC2=CC=CC=C2C1 (2-(4-fluoro-phenyl)-1H-indole), [Cl-].COC=1C=C(C=[N+](C)C)C=CC1OC ((3,4-dimethoxy-benzylidene)-dimethylammonium chloride), COC=1C=C(C=O)C=CC1OC (3,4-dimethoxy-benzaldehyde), CNC (dimethylamine). Procedure details: The preparation was carried out in accordance with general synthesis instructions 4 from 2-(4-fluoro-phenyl)-1H-indole and (3,4-dimethoxy-benzylidene)-dimethylammonium chloride, which had been prepared in accordance with example 44 from 3,4-dimethoxy-benzaldehyde and dimethylamine. Reaction SMILES: [F:1][C:2]1[CH:7]=[CH:6][C:5]([C:8]2[NH:9][C:10]3[C:15]([CH:16]=2)=[CH:14][CH:13]=[CH:12][CH:11]=3)=[CH:4][CH:3]=1.[Cl-].[CH3:18][O:19][C:20]1[CH:21]=[C:22]([CH:27]=[CH:28][C:29]=1[O:30][CH3:31])[CH:23]=[N+:24]([CH3:26])[CH3:25].COC1C=C(C=CC=1OC)C=O.CNC>>[CH3:18][O:19][C:20]1[CH:21]=[C:22]([CH:23]([N:24]([CH3:26])[CH3:25])[C:16]2[C:15]3[C:10](=[CH:11][CH:12]=[CH:13][CH:14]=3)[NH:9][C:8]=2[C:5]2[CH:4]=[CH:3][C:2]([F:1])=[CH:7][CH:6]=2)[CH:27]=[CH:28][C:29]=1[O:30][CH3:31] |f:1.2|. Starting materials: C1CCOC1, CN(C)C(=O)c1ccc([N+](=O)[O-])c(F)c1. Product: CN(C)C(=O)c1ccc(N)c(F)c1. RXN SMILES: [CH2:16]1[O:17][CH2:18][CH2:19][CH2:20]1.[F:1][c:2]1[cH:3][c:4]([C:5](=[O:6])[N:7]([CH3:8])[CH3:9])[cH:10][cH:11][c:12]1[N+:13]([O-:14])=[O:15]>>[F:1][c:2]1[cH:3][c:4]([C:5](=[O:6])[N:7]([CH3:8])[CH3:9])[cH:10][cH:11][c:12]1[NH2:13]. Reactants: O (water), FC1=C(C(=CC=C1)F)[N+](=O)[O-] (2,6-difluoronitrobenzene), COC1=CC=C(C=C1)N (p-anisidine), C([O-])([O-])=O.[K+].[K+] (potassium carbonate). Solvent: CN(C=O)C (N,N-dimethylformamide). Run at temperature 75 celsius, time 12 hour. Yields the product FC=1C(=C(NC2=CC=C(C=C2)OC)C=CC1)[N+](=O)[O-] (3-fluoro-N-(4-methoxyphenyl)-2-nitroaniline). Yield: 64.2%. Reaction SMILES: F[C:2]1[CH:7]=[CH:6][CH:5]=[C:4]([F:8])[C:3]=1[N+:9]([O-:11])=[O:10].[CH3:12][O:13][C:14]1[CH:19]=[CH:18][C:17]([NH2:20])=[CH:16][CH:15]=1.C(=O)([O-])[O-].[K+].[K+].O>CN(C)C=O>[F:8][C:4]1[C:3]([N+:9]([O-:11])=[O:10])=[C:2]([CH:7]=[CH:6][CH:5]=1)[NH:20][C:17]1[CH:18]=[CH:19][C:14]([O:13][CH3:12])=[CH:15][CH:16]=1 |f:2.3.4|. Procedure details: 20.0 g (126 mmol) of 2,6-difluoronitrobenzene and 17.0 g (138 mmol) of p-anisidine were dissolved in N,N-dimethylformamide (60 ml), and 20.8 g (150 mmol) of potassium carbonate was added thereto. The mixture was heated with stirring for 12 hours at 75° C. The reaction mixture was poured into water, and extracted with ethyl acetate. The extracted organic layer was washed with water, 10% hydrochloric acid, water, and a saturated aqueous solution of sodium chloride in this order, dried over anhydro... The reactants are COC(=O)[C@@H]1CC[C@H](CC1)OC1=C(C=CC=C1)C#N (trans-4-(2-cyano-phenoxy)-cyclohexanecarboxylic acid methyl ester), O.NN (hydrazine hydrate). The solvent is C(CCC)O (n-butanol). Run at temperature 120 celsius. The product is C(#N)C1=C(O[C@@H]2CC[C@H](CC2)C(=O)NN)C=CC=C1 (trans-4-(2-Cyano-phenoxy)-cyclohexanecarboxylic acid hydrazide). Isolated yield 91.3%. Reaction SMILES: C[O:2][C:3]([C@H:5]1[CH2:10][CH2:9][C@H:8]([O:11][C:12]2[CH:17]=[CH:16][CH:15]=[CH:14][C:13]=2[C:18]#[N:19])[CH2:7][CH2:6]1)=O.O.[NH2:21][NH2:22]>C(O)CCC>[C:18]([C:13]1[CH:14]=[CH:15][CH:16]=[CH:17][C:12]=1[O:11][C@H:8]1[CH2:9][CH2:10][C@H:5]([C:3]([NH:21][NH2:22])=[O:2])[CH2:6][CH2:7]1)#[N:19] |f:1.2|. Procedure details: A mixture of trans-4-(2-cyano-phenoxy)-cyclohexanecarboxylic acid methyl ester (0.20 g, 0.77 mmol) and hydrazine hydrate (0.037 ml, 0.76 mmol) in n-butanol (0.5 ml) was heated at 120° C. for 22 h. After cooling to room temperature the reaction mixture was partitioned between ethyl acetate (50 ml) and 1 M aqueous sodium hydroxide solution (50 ml). The organic layer was separated, dried over anhydrous sodium sulfate and concentrated in vacuo to give the crude title compound (0.18 g, 90%) as white ... Reactants: CC(C)(C)OC(=O)NC(Cc1ccccc1)C(=O)O, CCN=C=NCCCN(C)C, CN(C)c1ccncc1, Cc1c(CO)cccc1C(C)c1c[nH]cn1. The product is Cc1c(COC(=O)C(Cc2ccccc2)NC(=O)OC(C)(C)C)cccc1C(C)c1c[nH]cn1. Reaction SMILES: [C:17](=[O:18])([O:19][C:20]([CH3:21])([CH3:22])[CH3:23])[NH:24][CH:25]([CH2:26][c:27]1[cH:28][cH:29][cH:30][cH:31][cH:32]1)[C:33](=[O:34])[OH:35].[CH3:36][CH2:37][N:38]=[C:39]=[N:40][CH2:41][CH2:42][CH2:43][N:44]([CH3:45])[CH3:46].[CH3:47][N:48]([c:49]1[cH:50][cH:51][n:52][cH:53][cH:54]1)[CH3:55].[nH:1]1[cH:2][n:3][c:4]([CH:6]([CH3:7])[c:8]2[c:9]([CH3:16])[c:10]([CH2:14][OH:15])[cH:11][cH:12][cH:13]2)[cH:5]1>>[nH:1]1[cH:2][n:3][c:4]([CH:6]([CH3:7])[c:8]2[c:9]([CH3:16])[c:10]([CH2:14][O:15][C:33]([CH:25]([NH:24][C:17](=[O:18])[O:19][C:20]([CH3:21])([CH3:22])[CH3:23])[CH2:26][c:27]3[cH:28][cH:29][cH:30][cH:31][cH:32]3)=[O:34])[cH:11][cH:12][cH:13]2)[cH:5]1. The reactants are CC1=C(N=C(O1)C1=CC=CC=C1)COC1=CC=C(C=C1)CCC1=C(N=C(O1)C1=CC=CC=C1)COCOC (5-[2-[4-(5-methyl-2-phenyl-4-oxazolyl)methoxyphenyl]ethyl]-4-methoxymethoxymethyl-2-phenyloxazole), S(O)(O)(=O)=O (sulfuric acid). Solvent: O1CCCC1 (tetrahydrofuran). Product: CC1=C(N=C(O1)C1=CC=CC=C1)COC1=CC=C(C=C1)CCC1=C(N=C(O1)C1=CC=CC=C1)CO ([5-[2-[4-(5-methyl-2-phenyl-4-oxazolyl)methoxyphenyl]ethyl]-2-phenyl-4-oxazolyl]methanol). Yield: 58.5%. As a reaction SMILES: [CH3:1][C:2]1[O:6][C:5]([C:7]2[CH:12]=[CH:11][CH:10]=[CH:9][CH:8]=2)=[N:4][C:3]=1[CH2:13][O:14][C:15]1[CH:20]=[CH:19][C:18]([CH2:21][CH2:22][C:23]2[O:27][C:26]([C:28]3[CH:33]=[CH:32][CH:31]=[CH:30][CH:29]=3)=[N:25][C:24]=2[CH2:34][O:35]COC)=[CH:17][CH:16]=1.S(=O)(=O)(O)O>O1CCCC1>[CH3:1][C:2]1[O:6][C:5]([C:7]2[CH:8]=[CH:9][CH:10]=[CH:11][CH:12]=2)=[N:4][C:3]=1[CH2:13][O:14][C:15]1[CH:20]=[CH:19][C:18]([CH2:21][CH2:22][C:23]2[O:27][C:26]([C:28]3[CH:33]=[CH:32][CH:31]=[CH:30][CH:29]=3)=[N:25][C:24]=2[CH2:34][OH:35])=[CH:17][CH:16]=1. Procedure: A mixture of 5-[2-[4-(5-methyl-2-phenyl-4-oxazolyl)methoxyphenyl]ethyl]-4-methoxymethoxymethyl-2-phenyloxazole (3.80 g), 10% sulfuric acid (10 ml) and tetrahydrofuran (100 ml) was refluxed for 2 hrs., and concentrated. Ethyl acetate was poured into the residue and the mixture was washed with saturated brine, dried over anhydrous magnesium sulfate, and concentrated. The obtained residue was subjected to silica gel column chromatography, and [5-[2-[4-(5-methyl-2-phenyl-4-oxazolyl)methoxyphenyl]eth... Reactants: ClC1=C2C=CC(=NC2=NC=C1)C (5-Chloro-2-methyl-[1,8]naphthyridine), ClC=1C=CC(=C(C1)SC1=CC=C(C=C1)NC(C)=O)[N+](=O)[O-] (N-(4-(5-chloro-2-nitrophenylthio)phenyl)acetamide). Solvent: C(C)O (ethanol). The product is ClC=1C=CC(=C(C1)SC1=CC=C(C=C1)NC(C)=O)NC1=CC=NC2=NC(=CC=C12)C (N-{4-[5-Chloro-2-(7-methyl-[1,8]naphthyridin-4-ylamino)-phenylsulfanyl]-phenyl}-acetamide). As a reaction SMILES: Cl[C:2]1[CH:11]=[CH:10][N:9]=[C:8]2[C:3]=1[CH:4]=[CH:5][C:6]([CH3:12])=[N:7]2.[Cl:13][C:14]1[CH:15]=[CH:16][C:17]([N+:31]([O-])=O)=[C:18]([S:20][C:21]2[CH:26]=[CH:25][C:24]([NH:27][C:28](=[O:30])[CH3:29])=[CH:23][CH:22]=2)[CH:19]=1>C(O)C>[Cl:13][C:14]1[CH:15]=[CH:16][C:17]([NH:31][C:2]2[C:3]3[C:8](=[N:7][C:6]([CH3:12])=[CH:5][CH:4]=3)[N:9]=[CH:10][CH:11]=2)=[C:18]([S:20][C:21]2[CH:22]=[CH:23][C:24]([NH:27][C:28](=[O:30])[CH3:29])=[CH:25][CH:26]=2)[CH:19]=1. Procedure details: The product from Example 1d (48 mg, 0.27 mmol) was reacted in ethanol (2 ml) with the product from Example 231b (78 mg, 0.27 mmol) for 18 h following the procedure from Example 1g giving the crude title compound which was purified by HPLC with TFA providing the product as a trifluoroacetic acid salt. (12 mg, 28%). 1H NMR (300 MHz, DMSO-d6) δ ppm: 2.06 (s, 3H) 2.77 (s, 3H), 6.39 (d, J=7.35 Hz, 1H), 6.96 (d, J=1.84 Hz, 1H), 7.38 (d, J=8.82 Hz, 2H) 7.51 (s, 2H), 7.62 (d, J=8.82 Hz, 2H), 7.81 (d, J=...